From a dataset of the Open Reaction Database (ORD), a public repository of structured organic reaction records. describe an organic reaction: reactants, conditions, products, and yield Reactants: C(C)N(C(C)C)C(C)C (N-ethyl-N-isopropylpropan-2-amine), O1C(CCCC1)ON (O-(tetrahydro-2H-pyran-2-yl)hydroxylamine), C(CC)P1(OP(OP(O1)(=O)CCC)(=O)CCC)=O (T3P), FC1=C(C=CC=C1OC)C1=CC(=NO1)CC[C@](C(=O)O)(S(=O)(=O)C)C ((2R)-4-[5-(2-fluoro-3-methoxyphenyl)isoxazol-3-yl]-2-methyl-2-(methylsulfonyl)butanoic acid). Reagents/catalysts: CN(C)C1=CC=NC=C1 (N,N-Dimethy-4-aminopyridine). The solvent is O (Water), C(C)(=O)OCC (ethyl acetate), C(C)(=O)OCC (ethyl acetate). Reaction conditions: time 30 minute. Yields the product FC1=C(C=CC=C1OC)C1=CC(=NO1)CC[C@](C(=O)NOC1OCCCC1)(S(=O)(=O)C)C ((2R)-4-[5-(2-fluoro-3-methoxyphenyl)isoxazol-3-yl]-2-methyl-2-(methylsulfonyl)-N-(tetrahydro-2H-pyran-2-yloxy)butanamide). The yield is 102.8%. Reaction SMILES: C(N(C(C)C)C(C)C)C.C(P1(=O)OP(CCC)(=O)OP(CCC)(=O)O1)CC.[F:28][C:29]1[C:34]([O:35][CH3:36])=[CH:33][CH:32]=[CH:31][C:30]=1[C:37]1[O:41][N:40]=[C:39]([CH2:42][CH2:43][C@@:44]([CH3:52])([S:48]([CH3:51])(=[O:50])=[O:49])[C:45](O)=[O:46])[CH:38]=1.[O:53]1[CH2:58][CH2:57][CH2:56][CH2:55][CH:54]1[O:59][NH2:60]>CN(C1C=CN=CC=1)C.C(OCC)(=O)C.O>[F:28][C:29]1[C:34]([O:35][CH3:36])=[CH:33][CH:32]=[CH:31][C:30]=1[C:37]1[O:41][N:40]=[C:39]([CH2:42][CH2:43][C@@:44]([CH3:52])([S:48]([CH3:51])(=[O:50])=[O:49])[C:45]([NH:60][O:59][CH:54]2[CH2:55][CH2:56][CH2:57][CH2:58][O:53]2)=[O:46])[CH:38]=1. Procedure: N,N-Dimethy-4-aminopyridine (0.04 g, 0.3 mmol, 0.2 equiv), N-ethyl-N-isopropylpropan-2-amine (0.97 mL, 5.8 mmol, 4.5 equiv), T3P® (50% w/w solution in ethyl acetate, 3.0 mL, 4.96 mmol, 4.0 equiv), and (2R)-4-[5-(2-fluoro-3-methoxyphenyl)isoxazol-3-yl]-2-methyl-2-(methylsulfonyl)butanoic acid (0.46 g, 1.24 mmol, 1.0 equiv) were allowed to stir at room temperature for 30 min. A solution of O-(tetrahydro-2H-pyran-2-yl)hydroxylamine (0.16 g, 1.3 mmol, 1.2 equiv) in ethyl acetate (15 mL) was added, a...